The task is: describe an organic reaction: reactants, conditions, products, and yield. This data is from the Open Reaction Database (ORD), a public repository of structured organic reaction records. Starting materials: N#CCCCc1cc(Br)ccc1F, CCNCC, C#C[Si](C)(C)C, CCOC(C)=O, Cl, [Cu]I, CN(C)C=O. The product is C[Si](C)(C)C#Cc1ccc(F)c(CCCC#N)c1. RXN SMILES: [Br:1][c:2]1[cH:3][cH:4][c:5]([F:13])[c:6]([CH2:8][CH2:9][CH2:10][C:11]#[N:12])[cH:7]1.[CH2:21]([NH:22][CH2:23][CH3:24])[CH3:25].[CH3:14][Si:15]([CH3:16])([CH3:17])[C:18]#[CH:19].[CH3:31][CH2:32][O:33][C:34](=[O:35])[CH3:36].[ClH:20].[Cu:37][I:38].[O:26]=[CH:27][N:28]([CH3:29])[CH3:30]>>[c:2]1([C:19]#[C:18][Si:15]([CH3:14])([CH3:16])[CH3:17])[cH:3][cH:4][c:5]([F:13])[c:6]([CH2:8][CH2:9][CH2:10][C:11]#[N:12])[cH:7]1. The reactants are CC#N (CH3CN), COC1=CC=C(C=C1)S(=O)(=O)N1CCC(CC1)C(C)C1=NC2=CC=CC=C2C(N1)=O (2-{1-[1-(4-Methoxy-benzenesulfonyl)-piperidin-4-yl]-ethyl}-3H-quinazolin-4-one), C1(CCCC1)I (cyclopentyl iodide), C([O-])([O-])=O.[K+].[K+] (potassium carbonate). Solvent: CN(C)C=O (DMF). Conditions: temperature 70 celsius. Yields the product C1(CCCC1)OC1=NC(=NC2=CC=CC=C12)C(C)C1CCN(CC1)S(=O)(=O)C1=CC=C(C=C1)OC (4-Cyclopentyloxy-2-{1-[1-(4-methoxy-benzenesulfonyl)-piperidin-4-yl]-ethyl}-quinazoline). RXN SMILES: [CH3:1][O:2][C:3]1[CH:8]=[CH:7][C:6]([S:9]([N:12]2[CH2:17][CH2:16][CH:15]([CH:18]([C:20]3[NH:29][C:28](=[O:30])[C:27]4[C:22](=[CH:23][CH:24]=[CH:25][CH:26]=4)[N:21]=3)[CH3:19])[CH2:14][CH2:13]2)(=[O:11])=[O:10])=[CH:5][CH:4]=1.[CH:31]1(I)[CH2:35][CH2:34][CH2:33][CH2:32]1.C(=O)([O-])[O-].[K+].[K+].CC#N>CN(C=O)C>[CH:31]1([O:30][C:28]2[C:27]3[C:22](=[CH:23][CH:24]=[CH:25][CH:26]=3)[N:21]=[C:20]([CH:18]([CH:15]3[CH2:16][CH2:17][N:12]([S:9]([C:6]4[CH:7]=[CH:8][C:3]([O:2][CH3:1])=[CH:4][CH:5]=4)(=[O:10])=[O:11])[CH2:13][CH2:14]3)[CH3:19])[N:29]=2)[CH2:35][CH2:34][CH2:33][CH2:32]1 |f:2.3.4|. Procedure: A mixture of 2-{1-[1-(4-Methoxy-benzenesulfonyl)-piperidin-4-yl]-ethyl}-3H-quinazolin-4-one (34 mg, 0.08 mmol), cyclopentyl iodide (18 μL, 0.16 mmol), and potassium carbonate (55 mg, 0.4 mmol) in DMF (1 mL) was heated to 70° C. for 1 day. The reaction mixture was partitioned between dichloromethane and water. The organic layer was concentrated in vacuo and the residue was purified by HPLC (in the absence of TFA) to yield the product. 1H NMR (400 MHz, DMSO-d6) δ 8.07 (d, J=7.6 Hz, 1H), 7.81 (d, J... The reactants are O1C(CCCC1)N1N=C(C=C1C1=CC=C(C=C1)C)C(=O)NC1=CC(=NN1C1OCCCC1)C(NC1=NN(C(=C1)C1=CC=C(C=C1)C)C1OCCCC1)=O (1-(Tetrahydro-2H-pyran-2-yl)-N-(1-(tetrahydro-2H-pyran-2-yl)-3-(1-(tetrahydro-2H-pyran-2-yl)-5-p-tolyl-1H-pyrazol-3-ylcarbamoyl)-1H-pyrazol-5-yl)-5-p-tolyl-1H-pyrazole-3-carboxamide), CO (MeOH), Cl (hydrochloric acid). Solvent: C1CCOC1 (THF). Conditions: temperature 0 celsius. Product: C1(=CC=C(C=C1)C1=CC(=NN1)NCC1=NNC(=C1)NCC1=NNC(=C1)C1=CC=C(C=C1)C)C (5-p-Tolyl-N-((5-((5-p-tolyl-1H-pyrazol-3-yl)methylamino)-1H-pyrazol-3-yl)methyl)-1H-pyrazol-3-amine). As a reaction SMILES: O1CCCCC1[N:7]1[C:11]([C:12]2[CH:17]=[CH:16][C:15]([CH3:18])=[CH:14][CH:13]=2)=[CH:10][C:9]([C:19]([NH:21][C:22]2[N:26](C3CCCCO3)[N:25]=[C:24]([C:33](=O)[NH:34][C:35]3[CH:39]=[C:38]([C:40]4[CH:45]=[CH:44][C:43]([CH3:46])=[CH:42][CH:41]=4)[N:37](C4CCCCO4)[N:36]=3)[CH:23]=2)=O)=[N:8]1.CO.Cl>C1COCC1>[C:43]1([CH3:46])[CH:42]=[CH:41][C:40]([C:38]2[NH:37][N:36]=[C:35]([NH:34][CH2:33][C:24]3[CH:23]=[C:22]([NH:21][CH2:19][C:9]4[CH:10]=[C:11]([C:12]5[CH:17]=[CH:16][C:15]([CH3:18])=[CH:14][CH:13]=5)[NH:7][N:8]=4)[NH:26][N:25]=3)[CH:39]=2)=[CH:45][CH:44]=1. Procedure: 1-(Tetrahydro-2H-pyran-2-yl)-N-(1-(tetrahydro-2H-pyran-2-yl)-3-(1-(tetrahydro-2H-pyran-2-yl)-5-p-tolyl-1H-pyrazol-3-ylcarbamoyl)-1H-pyrazol-5-yl)-5-p-tolyl-1H-pyrazole-3-carboxamide (28 mg, 0.04 mmol) was suspended in anhydrous THF (500 μL) and borane dimethylsulfide complex (26 μL, 0.27 mmol) was added dropwise. The reaction mixture was stirred under reflux for 16 hrs. The reaction mixture was then cooled down to 0° C. and MeOH (50 μL) was added and the mixture was stirred for 10 min. Concentra... Starting materials: C(C(=O)Cl)(=O)Cl (oxalyl chloride), C(C)(C)(C)[Si](OCCN1N=C(C=C1)N)(C)C (1-[2-(tert-butyl-dimethyl-silanyloxy)-ethyl]-1H-pyrazol-3-ylamine), C1(CCCC1)C[C@@H](C(=O)O)C1=CC(=C(C=C1)S(=O)(=O)C)OC ((R)-3-cyclopentyl-2-(4-methanesulfonyl-3-methoxy-phenyl)-propionic acid), N1=C(C=CC=C1C)C (2,6-lutidine). The reagents and catalysts are CN(C=O)C (N,N-dimethylformamide). Run in C(Cl)Cl (methylene chloride), C(Cl)Cl (methylene chloride). Run at temperature 25 celsius, time 30 minute. The product is C(C)(C)(C)[Si](OCCN1N=C(C=C1)NC([C@H](CC1CCCC1)C1=CC(=C(C=C1)S(=O)(=O)C)OC)=O)(C)C ((R)—N-{1-[2-(tert-Butyl-dimethyl-silanyloxy)-ethyl]-1H-pyrazol-3-yl}-3-cyclopentyl-2-(4-methanesulfonyl-3-methoxy-phenyl)-propionamide). Isolated yield 14.4%. RXN SMILES: [CH:1]1([CH2:6][C@H:7]([C:11]2[CH:16]=[CH:15][C:14]([S:17]([CH3:20])(=[O:19])=[O:18])=[C:13]([O:21][CH3:22])[CH:12]=2)[C:8](O)=[O:9])[CH2:5][CH2:4][CH2:3][CH2:2]1.C(Cl)(=O)C(Cl)=O.N1C(C)=CC=CC=1C.[C:37]([Si:41]([CH3:52])([CH3:51])[O:42][CH2:43][CH2:44][N:45]1[CH:49]=[CH:48][C:47]([NH2:50])=[N:46]1)([CH3:40])([CH3:39])[CH3:38]>C(Cl)Cl.CN(C)C=O>[C:37]([Si:41]([CH3:52])([CH3:51])[O:42][CH2:43][CH2:44][N:45]1[CH:49]=[CH:48][C:47]([NH:50][C:8](=[O:9])[C@@H:7]([C:11]2[CH:16]=[CH:15][C:14]([S:17]([CH3:20])(=[O:19])=[O:18])=[C:13]([O:21][CH3:22])[CH:12]=2)[CH2:6][CH:1]2[CH2:5][CH2:4][CH2:3][CH2:2]2)=[N:46]1)([CH3:40])([CH3:39])[CH3:38]. Procedure: In a round bottom flask under argon was placed (R)-3-cyclopentyl-2-(4-methanesulfonyl-3-methoxy-phenyl)-propionic acid (prepared in Example 100, 61 mg, 0.19 mmol) which was dissolved in methylene chloride (2 mL) and N,N-dimethylformamide (2 drops). To this solution was then added a solution of oxalyl chloride in methylene chloride (2.0 M solution, 100 μL, 0.20 mmol). Upon addition there was gas evolution. The reaction was stirred for 30 min at 25° C. After such time the reaction was cooled to 0°...